Task: describe an organic reaction: reactants, conditions, products, and yield. Dataset: the Open Reaction Database (ORD), a public repository of structured organic reaction records Starting materials: CC(C)Oc1ccc(S(C)(=O)=O)cc1C(=O)O, c1ccc(C2CNCc3ccccc32)cc1. Yields the product CC(C)Oc1ccc(S(C)(=O)=O)cc1C(=O)N1Cc2ccccc2C(c2ccccc2)C1. RXN SMILES: [CH:17]([CH3:18])([CH3:19])[O:20][c:21]1[c:22]([C:23](=[O:24])[OH:25])[cH:26][c:27]([S:30](=[O:31])(=[O:32])[CH3:33])[cH:28][cH:29]1.[c:1]1([CH:7]2[CH2:8][NH:9][CH2:10][c:11]3[cH:12][cH:13][cH:14][cH:15][c:16]32)[cH:2][cH:3][cH:4][cH:5][cH:6]1>>[c:1]1([CH:7]2[CH2:8][N:9]([C:23]([c:22]3[c:21]([O:20][CH:17]([CH3:18])[CH3:19])[cH:29][cH:28][c:27]([S:30](=[O:31])(=[O:32])[CH3:33])[cH:26]3)=[O:24])[CH2:10][c:11]3[cH:12][cH:13][cH:14][cH:15][c:16]32)[cH:2][cH:3][cH:4][cH:5][cH:6]1. Reactants: CC1(C2=C(C(=CC=C2)P(C3=CC=CC=C3)C4=CC=CC=C4)OC5=C(C=CC=C51)P(C6=CC=CC=C6)C7=CC=CC=C7)C (Xantphos), C1(CC1)N1N=CC(=C1)N (1-Cyclopropyl-1H-pyrazol-4-amine), BrC=1C(N(C=C(N1)Br)C)=O (3,5-dibromo-1-methylpyrazin-2(1H)-one), C([O-])([O-])=O.[Cs+].[Cs+] (cesium carbonate). The reagents and catalysts are C=1C=CC(=CC1)/C=C/C(=O)/C=C/C2=CC=CC=C2.C=1C=CC(=CC1)/C=C/C(=O)/C=C/C2=CC=CC=C2.C=1C=CC(=CC1)/C=C/C(=O)/C=C/C2=CC=CC=C2.[Pd].[Pd] (tris(dibenzylidene-acetone)dipalladium(0)). Run in C(C)(=O)OCC (ethyl acetate), O (water), O1CCOCC1 (1,4-dioxane). The product is BrC=1N=C(C(N(C1)C)=O)NC=1C=NN(C1)C1CC1 (5-Bromo-3-(1-cyclopropyl-1H-pyrazol-4-ylamino)-1-methylpyrazin-2(1H)-one). The yield is 27.9%. As a reaction SMILES: [CH:1]1([N:4]2[CH:8]=[C:7]([NH2:9])[CH:6]=[N:5]2)[CH2:3][CH2:2]1.Br[C:11]1[C:12](=[O:19])[N:13]([CH3:18])[CH:14]=[C:15]([Br:17])[N:16]=1.C(=O)([O-])[O-].[Cs+].[Cs+].CC1(C)C2C(=C(P(C3C=CC=CC=3)C3C=CC=CC=3)C=CC=2)OC2C(P(C3C=CC=CC=3)C3C=CC=CC=3)=CC=CC1=2>C(OCC)(=O)C.O.C1C=CC(/C=C/C(/C=C/C2C=CC=CC=2)=O)=CC=1.C1C=CC(/C=C/C(/C=C/C2C=CC=CC=2)=O)=CC=1.C1C=CC(/C=C/C(/C=C/C2C=CC=CC=2)=O)=CC=1.[Pd].[Pd].O1CCOCC1>[Br:17][C:15]1[N:16]=[C:11]([NH:9][C:7]2[CH:6]=[N:5][N:4]([CH:1]3[CH2:3][CH2:2]3)[CH:8]=2)[C:12](=[O:19])[N:13]([CH3:18])[CH:14]=1 |f:2.3.4,8.9.10.11.12|. Reported procedure: A 100-mL three-neck round-bottomed flask equipped with a reflux condenser, magnetic stirrer and nitrogen inlet was charged with 109b (378 mg, 3.07 mmol), 3,5-dibromo-1-methylpyrazin-2(1H)-one (906 mg, 3.38 mmol), cesium carbonate (3.00 g, 9.21 mmol), and 1,4-dioxane (45 mL). After bubbling nitrogen through the resulting suspension for 30 min, Xantphos (151 mg, 0.261 mmol) and tris(dibenzylidene-acetone)dipalladium(0) (141 mg, 0.154 mmol) were added, and the reaction mixture was heated at reflux ... The reactants are CC1=CC=C(COC(=O)N2[C@H](C(=O)O)CCC2)C=C1 (p-methylbenzyloxycarbonyl-L-proline), ClC(=O)OCC(C)C (isobutyl chloroformate), CN1CCOCC1 (N-methylmorpholine), N[C@@H](C(C)C)CO (L-valinol). Yields the product CC1=CC=C(COC(=O)N2[C@H](C(=O)N[C@@H](C(C)C)CO)CCC2)C=C1 (N-(p-methylbenzyloxycarbonyl)-L-prolyl-L-valinol). As a reaction SMILES: [CH3:1][C:2]1[CH:19]=[CH:18][C:5]([CH2:6][O:7][C:8]([N:10]2[CH2:17][CH2:16][CH2:15][C@H:11]2[C:12]([OH:14])=O)=[O:9])=[CH:4][CH:3]=1.ClC(OCC(C)C)=O.CN1CCOCC1.[NH2:35][C@H:36]([CH2:40][OH:41])[CH:37]([CH3:39])[CH3:38]>>[CH3:1][C:2]1[CH:3]=[CH:4][C:5]([CH2:6][O:7][C:8]([N:10]2[CH2:17][CH2:16][CH2:15][C@H:11]2[C:12]([NH:35][C@H:36]([CH2:40][OH:41])[CH:37]([CH3:39])[CH3:38])=[O:14])=[O:9])=[CH:18][CH:19]=1. Procedure: The subject compound was prepared from 3.9 g (14.8 mmol) p-methylbenzyloxycarbonyl-L-proline, 2.0 g (14.6 mmol) isobutyl chloroformate, 1.5 g (14.8 mmol) N-methylmorpholine, and 1.5 g (14.5 mmol) L-valinol, using a procedure described in Example 1. The product, N-(p-methylbenzyloxycarbonyl)-L-prolyl-L-valinol, obtained after recrystallization from ethyl acetate/ n-hexane, melted at 122°-123.5°, α25D -61.9° (C=1.00 g/100 mL in acetone). Starting materials: CC=1N=CNC1 (4-methylimidazole), FC1=C(C=C(C=O)C=C1)OC (4-fluoro-3-methoxybenzaldehyde), C(=O)([O-])[O-].[K+].[K+] (K2CO3), [N+](=[N-])=C(C(C)=O)P(OC)(OC)=O (dimethyl (1-diazo-2-oxopropyl)phosphonate). The solvent is C(Cl)Cl (DCM), CN(C)C=O (DMF), CCOC(=O)C (EtOAc). Conditions: temperature 130 celsius, time 8 hour. Yields the product C(#C)C1=CC(=C(C=C1)N1C=NC=C1)OC (1-(4-Ethynyl-2-methoxyphenyl)-1H-imidazole). As a reaction SMILES: F[C:2]1[CH:9]=[CH:8][C:5]([CH:6]=O)=[CH:4][C:3]=1[O:10][CH3:11].C[C:13]1[N:14]=[CH:15][NH:16][CH:17]=1.[C:18]([O-])([O-])=O.[K+].[K+].[N+](=C(P(=O)(OC)OC)C(=O)C)=[N-]>CN(C=O)C.CCOC(C)=O.C(Cl)Cl>[C:6]([C:5]1[CH:8]=[CH:9][C:2]([N:14]2[CH:13]=[CH:17][N:16]=[CH:15]2)=[C:3]([O:10][CH3:11])[CH:4]=1)#[CH:18] |f:2.3.4|. Procedure details: A mixture of 4-fluoro-3-methoxybenzaldehyde (1.0 g, 6.5 mmol) in 20 mL of DMF was treated with 4-methylimidazole (1.0 g, 15 mmol) and warmed to 130° C. Stirred overnight. Diluted with EtOAc, washed with sat'd NaHCO3, dried (Na2SO4), concentrated. Dissolved in 20 mL of MeOH, treated with K2CO3 (2.0 g, 14 mmol) and dimethyl (1-diazo-2-oxopropyl)phosphonate (1.5 g, 7.8 mmol) and stirred overnight. Diluted with DCM and washed with water. Dried (Na2SO4), conc. Chromatography on silica (0-20% MeOH/DCM... Reactants: [OH-].[K+] (potassium hydroxide), N (ammonia), CCCCCC (hexane), CC(CCCC)CC(=O)N (hex-2-yl acetamide). Solvent: C(C)O (ethanol). Product: CC(CCCC)CC(=O)O (hex-2-yl acetic acid). As a reaction SMILES: [OH-:1].[K+].CCCCCC.[CH3:9][CH:10]([CH2:15][C:16](N)=[O:17])[CH2:11][CH2:12][CH2:13][CH3:14].N>C(O)C>[CH3:9][CH:10]([CH2:15][C:16]([OH:17])=[O:1])[CH2:11][CH2:12][CH2:13][CH3:14] |f:0.1|. Reported procedure: In this preparation 2 ml. of 30% aqueous potassium hydroxide is admixed with 0.1 mole of exobicyclo[3.1.0]hex-2-yl acetamide in 20 ml. of ethanol and warmed to 70° C and stirred at this temperature until no more ammonia evolves. The ethanol solvent is then removed by evaporation under vacuum and the residue poured into 100 ml. of water and extracted three times with ethyl ether. The aqueous solution is acidified to about pH 2 with 5N aqueous hydrochloric acid and then extracted three times with ... Reactants: CC(=O)OC(C)=O, CC(=O)O, Nc1ccc2nc(NC3CCc4ccccc43)ccc2c1. Product: CC(=O)Nc1ccc2nc(NC3CCc4ccccc43)ccc2c1. As a reaction SMILES: [CH3:22][C:23](=[O:24])[O:25][C:26](=[O:27])[CH3:28].[CH3:29][C:30](=[O:31])[OH:32].[CH:1]1([NH:10][c:11]2[n:12][c:13]3[cH:14][cH:15][c:16]([NH2:21])[cH:17][c:18]3[cH:19][cH:20]2)[CH2:2][CH2:3][c:4]2[cH:5][cH:6][cH:7][cH:8][c:9]21>>[CH:1]1([NH:10][c:11]2[n:12][c:13]3[cH:14][cH:15][c:16]([NH:21][C:23]([CH3:22])=[O:24])[cH:17][c:18]3[cH:19][cH:20]2)[CH2:2][CH2:3][c:4]2[cH:5][cH:6][cH:7][cH:8][c:9]21. Starting materials: FC1=CC=C(C=C1)C1=NNC(=C1)O (3-(4-fluorophenyl)-1H-pyrazol-5-ol), C(=O)([O-])[O-].[K+].[K+] (K2CO3), CS(=O)(=O)OCC(COS(=O)(=O)C)(F)F (2,2-difluoropropane-1,3-diyl dimethanesulfonate). The solvent is CN(C)C=O (DMF), O (water). Reaction conditions: temperature 60 celsius, time 16 hour. The product is FC1(CN2C(OC1)=CC(=N2)C2=CC=C(C=C2)F)F (6,6-difluoro-2-(4-fluorophenyl)-6,7-dihydro-5H-pyrazolo[5,1-b][1,3]oxazine). Yield: 56.0%. Reaction SMILES: [F:1][C:2]1[CH:7]=[CH:6][C:5]([C:8]2[CH:12]=[C:11]([OH:13])[NH:10][N:9]=2)=[CH:4][CH:3]=1.C([O-])([O-])=O.[K+].[K+].CS(O[CH2:25][C:26]([F:34])([F:33])[CH2:27]OS(C)(=O)=O)(=O)=O>CN(C=O)C.O>[F:33][C:26]1([F:34])[CH2:27][O:13][C:11]2=[CH:12][C:8]([C:5]3[CH:4]=[CH:3][C:2]([F:1])=[CH:7][CH:6]=3)=[N:9][N:10]2[CH2:25]1 |f:1.2.3|. Reported procedure: To a solution of 3-(4-fluorophenyl)-1H-pyrazol-5-ol (4 g, 22.47 mmol) in DMF (30 mL) was added K2CO3 (12.4 g, 89.88 mmol) and 2,2-difluoropropane-1,3-diyl dimethanesulfonate (9 g, 33.7 mmol) at room temperature and then stirred for 16 h at 60° C. The progress of the reaction was monitored by TLC. Thereafter, the reaction mixture was diluted with cold water and extracted with diethyl ether. The organic layer was dried over anhydrous sodium sulphate and concentrated to get the crude product. Purif... Reactants: COc1cccc(OC)c1C(=O)Cl, Cc1ccccc1, CCCCC, CC(=O)OCC(=O)OCC(C)(C)c1nnc(N)s1. Yields the product COc1cccc(OC)c1C(=O)Nc1nnc(C(C)(C)COC(=O)COC(C)=O)s1. As a reaction SMILES: [CH3:1][O:2][c:3]1[c:4]([C:5](=[O:6])[Cl:7])[c:8]([O:12][CH3:13])[cH:9][cH:10][cH:11]1.[CH3:32][c:33]1[cH:34][cH:35][cH:36][cH:37][cH:38]1.[CH3:39][CH2:40][CH2:41][CH2:42][CH3:43].[NH2:14][c:15]1[s:16][c:17]([C:20]([CH3:21])([CH3:22])[CH2:23][O:24][C:25]([CH2:26][O:27][C:28]([CH3:29])=[O:30])=[O:31])[n:18][n:19]1>>[CH3:1][O:2][c:3]1[c:4]([C:5](=[O:6])[NH:14][c:15]2[s:16][c:17]([C:20]([CH3:21])([CH3:22])[CH2:23][O:24][C:25]([CH2:26][O:27][C:28]([CH3:29])=[O:30])=[O:31])[n:18][n:19]2)[c:8]([O:12][CH3:13])[cH:9][cH:10][cH:11]1. Starting materials: CCCC[Sn](CCCC)(CCCC)c1nccs1, Cc1ccccc1, O=C(CN1CCN(c2ccc(Cl)nn2)CC1)N1CCN(C2CCC2)CC1, c1ccc(P(c2ccccc2)(c2ccccc2)[Pd](P(c2ccccc2)(c2ccccc2)c2ccccc2)(P(c2ccccc2)(c2ccccc2)c2ccccc2)P(c2ccccc2)(c2ccccc2)c2ccccc2)cc1. Product: O=C(CN1CCN(c2ccc(-c3nccs3)nn2)CC1)N1CCN(C2CCC2)CC1. RXN SMILES: [CH2:27]([Sn:28]([CH2:29][CH2:30][CH2:31][CH3:37])([c:32]1[s:33][cH:34][cH:35][n:36]1)[CH2:38][CH2:39][CH2:40][CH3:41])[CH2:42][CH2:43][CH3:44].[CH3:45][c:46]1[cH:47][cH:48][cH:49][cH:50][cH:51]1.[Cl:1][c:2]1[n:3][n:4][c:5]([N:8]2[CH2:9][CH2:10][N:11]([CH2:14][C:15](=[O:16])[N:17]3[CH2:18][CH2:19][N:20]([CH:23]4[CH2:24][CH2:25][CH2:26]4)[CH2:21][CH2:22]3)[CH2:12][CH2:13]2)[cH:6][cH:7]1.[cH:52]1[cH:53][cH:54][c:55]([P:56]([Pd:57]([P:58]([c:59]2[cH:60][cH:61][cH:62][cH:63][cH:64]2)([c:65]2[cH:66][cH:67][cH:68][cH:69][cH:70]2)[c:71]2[cH:72][cH:73][cH:74][cH:75][cH:76]2)([P:77]([c:78]2[cH:79][cH:80][cH:81][cH:82][cH:83]2)([c:84]2[cH:85][cH:86][cH:87][cH:88][cH:89]2)[c:90]2[cH:91][cH:92][cH:93][cH:94][cH:95]2)[P:96]([c:97]2[cH:98][cH:99][cH:100][cH:101][cH:102]2)([c:103]2[cH:104][cH:105][cH:106][cH:107][cH:108]2)[c:109]2[cH:110][cH:111][cH:112][cH:113][cH:114]2)([c:115]2[cH:116][cH:117][cH:118][cH:119][cH:120]2)[c:121]2[cH:122][cH:123][cH:124][cH:125][cH:126]2)[cH:127][cH:128]1>>[c:2]1(-[c:32]2[s:33][cH:34][cH:35][n:36]2)[n:3][n:4][c:5]([N:8]2[CH2:9][CH2:10][N:11]([CH2:14][C:15](=[O:16])[N:17]3[CH2:18][CH2:19][N:20]([CH:23]4[CH2:24][CH2:25][CH2:26]4)[CH2:21][CH2:22]3)[CH2:12][CH2:13]2)[cH:6][cH:7]1. Reactants: ClC=1C=C2C(NC(C2=CC1)=O)(C)C (5-chloro-3,3-dimethyl-2,3-dihydro-isoindol-1-one), BrC=1C=NC=C(C1)N1C[C@H](CC1)O[Si](C)(C)C(C)(C)C (3-bromo-5-[(S)-3-(tert-butyl-dimethyl-silanyloxy)-pyrrolidin-1-yl]-pyridine). Yields the product ClC=1C=C2C(N(C(C2=CC1)=O)C=1C=NC=C(C1)N1C[C@H](CC1)O)(C)C (5-Chloro-2-[5-((S)-3-hydroxy-pyrrolidin-1-yl)-pyridin-3-yl]-3,3-dimethyl-2,3-dihydro-isoindol-1-one). As a reaction SMILES: [Cl:1][C:2]1[CH:3]=[C:4]2[C:8](=[CH:9][CH:10]=1)[C:7](=[O:11])[NH:6][C:5]2([CH3:13])[CH3:12].Br[C:15]1[CH:16]=[N:17][CH:18]=[C:19]([N:21]2[CH2:25][CH2:24][C@H:23]([O:26][Si](C(C)(C)C)(C)C)[CH2:22]2)[CH:20]=1>>[Cl:1][C:2]1[CH:3]=[C:4]2[C:8](=[CH:9][CH:10]=1)[C:7](=[O:11])[N:6]([C:15]1[CH:16]=[N:17][CH:18]=[C:19]([N:21]3[CH2:25][CH2:24][C@H:23]([OH:26])[CH2:22]3)[CH:20]=1)[C:5]2([CH3:13])[CH3:12]. Procedure details: In analogy to the procedure described for the preparation of example 137, 5-chloro-3,3-dimethyl-2,3-dihydro-isoindol-1-one (intermediate A-12), 3-bromo-5-[(S)-3-(tert-butyl-dimethyl-silanyloxy)-pyrrolidin-1-yl]-pyridine was used (step C) to yield the title compound as a white solid. MS: 358.1 (M+H+).